This data is from the Open Reaction Database (ORD), a public repository of structured organic reaction records. The task is: describe an organic reaction: reactants, conditions, products, and yield Starting materials: C1(CC1)N1C=C(C(C2=CC(=C(C=C12)F)F)=O)C(=O)OCC (1-cyclopropyl-6,7-difluoro-1,4-dihydro-4-oxo-3-quinolinecarboxylic acid, ethyl ester). Solvent: S(O)(O)(=O)=O (sulfuric acid). Run at temperature 100 celsius. Product: C1(CC1)N1C=C(C(C2=CC(=C(C=C12)F)F)=O)C(=O)O (1-Cyclopropyl-6,7-difluoro-1,4-dihydro-4-oxo-3-quinolinecarboxylic acid). The yield is 95.9%. As a reaction SMILES: [CH:1]1([N:4]2[C:13]3[C:8](=[CH:9][C:10]([F:15])=[C:11]([F:14])[CH:12]=3)[C:7](=[O:16])[C:6]([C:17]([O:19]CC)=[O:18])=[CH:5]2)[CH2:3][CH2:2]1>S(=O)(=O)(O)O>[CH:1]1([N:4]2[C:13]3[C:8](=[CH:9][C:10]([F:15])=[C:11]([F:14])[CH:12]=3)[C:7](=[O:16])[C:6]([C:17]([OH:19])=[O:18])=[CH:5]2)[CH2:2][CH2:3]1. Procedure: A suspension of 7.85 g of 1-cyclopropyl-6,7-difluoro-1,4-dihydro-4-oxo-3-quinolinecarboxylic acid, ethyl ester in 220 ml of 2N sulfuric acid was heated at 100° C. overnight, then cooled in an ice bath. The solid was collected, washed with water and dried, giving 6.81 g of the desired compound, mp 292°-293° C. The reactants are C(C)ON=C(C(=O)NC1[C@@H]2N(C(=C(CS2)C[N+]2=CC(=CC=C2)NC=O)C(=O)[O-])C1=O)C1=NC=CC(=N1)N (7-[2-ethoxyimino-2-(4-aminopyrimidin-2-yl)acetamido]-3-(3-formamido-1-pyridiniomethyl)-3-cephem-4-carboxylate), Cl (hydrochloric acid), C([O-])(O)=O.[Na+] (sodium bicarbonate). Reaction SMILES: [CH2:1]([O:3][N:4]=[C:5]([C:31]1[N:36]=[C:35]([NH2:37])[CH:34]=[CH:33][N:32]=1)[C:6]([NH:8][CH:9]1[C:29](=[O:30])[N:11]2[C:12]([C:26]([O-:28])=[O:27])=[C:13]([CH2:16][N+:17]3[CH:22]=[CH:21][CH:20]=[C:19]([NH:23]C=O)[CH:18]=3)[CH2:14][S:15][C@H:10]12)=[O:7])[CH3:2].Cl.C(=O)(O)[O-].[Na+]>CO>[CH2:1]([O:3][N:4]=[C:5]([C:31]1[N:36]=[C:35]([NH2:37])[CH:34]=[CH:33][N:32]=1)[C:6]([NH:8][CH:9]1[C:29](=[O:30])[N:11]2[C:12]([C:26]([O-:28])=[O:27])=[C:13]([CH2:16][N+:17]3[CH:22]=[CH:21][CH:20]=[C:19]([NH2:23])[CH:18]=3)[CH2:14][S:15][C@H:10]12)=[O:7])[CH3:2] |f:2.3|. Solvent: CO (methanol). Procedure: A mixture of 7-[2-ethoxyimino-2-(4-aminopyrimidin-2-yl)acetamido]-3-(3-formamido-1-pyridiniomethyl)-3-cephem-4-carboxylate (syn isomer) (430 mg) and concentrated hydrochloric acid (0.16 ml) in methanol (4.3 ml) was stirred for 2 hours at room temperature. The mixture was adjusted to pH 4 with aqueous sodium bicarbonate and evaporated under reduced pressure. The residue was dissolved in water (50 ml) and subjected to column chromatography on a non ionic adsorption resin "HP-20" (70 ml). After the... Yields the product C(C)ON=C(C(=O)NC1[C@@H]2N(C(=C(CS2)C[N+]2=CC(=CC=C2)N)C(=O)[O-])C1=O)C1=NC=CC(=N1)N (7-[2-ethoxyimino-2-(4-aminopyrimidin-2-yl)acetamido]-3-(3-amino-1-pyridiniomethyl)-3-cephem-4-carboxylate). Yield: 54.0%. Conditions: time 2 hour. The reactants are CC#N, Cl[Cu]Cl, Cl, CC(C)(C)ON=O, Cc1nsc2cc(N)c([N+](=O)[O-])cc12. Product: Cc1nsc2cc(Cl)c([N+](=O)[O-])cc12. RXN SMILES: [CH3:23][C:24]#[N:25].[Cl:26][Cu:27][Cl:28].[ClH:22].[N:1]([O:2][C:3]([CH3:4])([CH3:5])[CH3:6])=[O:7].[NH2:8][c:9]1[cH:10][c:11]2[c:12]([c:13]([CH3:16])[n:14][s:15]2)[cH:17][c:18]1[N+:19](=[O:20])[O-:21]>>[c:9]1([Cl:22])[cH:10][c:11]2[c:12]([c:13]([CH3:16])[n:14][s:15]2)[cH:17][c:18]1[N+:19](=[O:20])[O-:21]. Starting materials: OCC(C(C)C1=CC=C(C(=O)[O-])C=C1)C=1C=C(C=CC1)C1=CC=C(C=C1)OC(F)(F)F (4-{3-hydroxy-1-methyl-2-[4′-(trifluoromethoxy)biphenyl-3-yl]propyl}benzoate), CC(=O)OI1(C2=CC=CC=C2C(=O)O1)(OC(=O)C)OC(=O)C (1,1,1-tris(acetyloxy)-1,1-dihydro-1,2-benziodoxol-3-(1H)-one). Run in C(Cl)Cl (DCM). Reaction conditions: time 1 hour. The product is CC(C(C=O)C=1C=C(C=CC1)C1=CC=C(C=C1)OC(F)(F)F)C1=CC=C(C(=O)OC)C=C1 (Methyl 4-{1-methyl-3-oxo-2-[4′-(trifluoromethoxy)biphenyl-3-yl]propyl}benzoate). RXN SMILES: [OH:1][CH2:2][CH:3]([C:15]1[CH:16]=[C:17]([C:21]2[CH:26]=[CH:25][C:24]([O:27][C:28]([F:31])([F:30])[F:29])=[CH:23][CH:22]=2)[CH:18]=[CH:19][CH:20]=1)[CH:4]([C:6]1[CH:14]=[CH:13][C:9]([C:10]([O-:12])=[O:11])=[CH:8][CH:7]=1)[CH3:5].[CH3:32]C(OI1(OC(C)=O)(OC(C)=O)OC(=O)C2C1=CC=CC=2)=O>C(Cl)Cl>[CH3:5][CH:4]([C:6]1[CH:7]=[CH:8][C:9]([C:10]([O:12][CH3:32])=[O:11])=[CH:13][CH:14]=1)[CH:3]([C:15]1[CH:16]=[C:17]([C:21]2[CH:22]=[CH:23][C:24]([O:27][C:28]([F:29])([F:30])[F:31])=[CH:25][CH:26]=2)[CH:18]=[CH:19][CH:20]=1)[CH:2]=[O:1]. Procedure: The intermediate from Step D was subjected to the Suzuki conditions described in EXAMPLE 1 Step A to give methyl 4-{3-hydroxy-1-methyl-2-[4′-(trifluoromethoxy)biphenyl-3-yl]propyl}benzoate as a mixture of diastereomers. LCMS1 3.92 min. (M−H2O)=427. LCMS1 4.08 min. (M−H2O)=427. A DCM (2 mL) solution containing 4-{3-hydroxy-1-methyl-2-[4′-(trifluoromethoxy)biphenyl-3-yl]propyl}benzoate (50 mg, 0.1 μmol) was treated with [1,1,1-tris(acetyloxy)-1,1-dihydro-1,2-benziodoxol-3-(1H)-one] (64 mg, 0.15 mm... Reactants: solution, [F-].C(CCC)[N+](CCCC)(CCCC)CCCC (tetra-n-butylammonium fluoride), NCCC1=NC(=C2N=CN(C2=N1)[C@@H]1O[C@@H]([C@H]([C@H]1O[Si](C)(C)C(C)(C)C)O[Si](C)(C)C(C)(C)C)COC)NCC(C1=CC=CC=C1)C1=CC=CC=C1 (N-{2-(2-Aminoethyl)-9-[(2R,3R,4R,5R)-3,4-bis{[tert-butyl(dimethyl)silyl]oxy}-5-(methoxymethyl)tetrahydro-2-furanyl]-9H-purin-6-yl}-N-(2,2-diphenylethyl)amine). Solvent: O1CCCC1 (tetrahydrofuran), O1CCCC1 (tetrahydrofuran). Conditions: time 2.5 hour. Product: NCCC1=NC(=C2N=CN(C2=N1)[C@@H]1O[C@@H]([C@H]([C@H]1O)O)COC)NCC(C1=CC=CC=C1)C1=CC=CC=C1 ((2R,3R,4S,5R)-2-{2-(2-Aminoethyl)-6-[(2,2-diphenylethyl)amino]-9H-purin-9-yl}-5-(methoxymethyl)tetrahydro-3,4-furandiol). Yield: 103.2%. As a reaction SMILES: [NH2:1][CH2:2][CH2:3][C:4]1[N:12]=[C:11]2[C:7]([N:8]=[CH:9][N:10]2[C@H:13]2[C@H:17]([O:18][Si](C(C)(C)C)(C)C)[C@H:16]([O:26][Si](C(C)(C)C)(C)C)[C@@H:15]([CH2:34][O:35][CH3:36])[O:14]2)=[C:6]([NH:37][CH2:38][CH:39]([C:46]2[CH:51]=[CH:50][CH:49]=[CH:48][CH:47]=2)[C:40]2[CH:45]=[CH:44][CH:43]=[CH:42][CH:41]=2)[N:5]=1.[F-].C([N+](CCCC)(CCCC)CCCC)CCC>O1CCCC1>[NH2:1][CH2:2][CH2:3][C:4]1[N:12]=[C:11]2[C:7]([N:8]=[CH:9][N:10]2[C@H:13]2[C@H:17]([OH:18])[C@H:16]([OH:26])[C@@H:15]([CH2:34][O:35][CH3:36])[O:14]2)=[C:6]([NH:37][CH2:38][CH:39]([C:46]2[CH:51]=[CH:50][CH:49]=[CH:48][CH:47]=2)[C:40]2[CH:41]=[CH:42][CH:43]=[CH:44][CH:45]=2)[N:5]=1 |f:1.2|. Procedure: N-{2-(2-Aminoethyl)-9-[(2R,3R,4R,5R)-3,4-bis{[tert-butyl(dimethyl)silyl]oxy}-5-(methoxymethyl)tetrahydro-2-furanyl]-9H-purin-6-yl}-N-(2,2-diphenylethyl)amine (1.07 g, 1.46 mmol) (preparation 18) was dissolved in dry tetrahydrofuran (4 ml), a 1M solution of tetra-n-butylammonium fluoride in tetrahydrofuran (6 ml, 6 mmol) added and the mixture stirred at room temperature for 2.5 hr. The solvent was removed under reduced pressure and the residue dissolved in dichloromethane. The solvent was again r... The reactants are [N+](=O)([O-])C1=CC=C(C=O)C=C1 (4-nitro-benzaldehyde), C[Si](C(F)(F)F)(C)C (trimethyl-trifluoromethyl-silane), [F-].C(CCC)[N+](CCCC)(CCCC)CCCC (tetrabutylammonium fluoride). Run in O1CCCC1 (tetrahydrofuran). Reaction conditions: temperature 0 celsius, time 10 minute. The product is FC(C(O)C1=CC=C(C=C1)[N+](=O)[O-])(F)F (2,2,2-trifluoro-1-(4-nitro-phenyl)-ethanol). As a reaction SMILES: [N+:1]([C:4]1[CH:11]=[CH:10][C:7]([CH:8]=[O:9])=[CH:6][CH:5]=1)([O-:3])=[O:2].C[Si](C)(C)[C:14]([F:17])([F:16])[F:15].[F-].C([N+](CCCC)(CCCC)CCCC)CCC>O1CCCC1>[F:15][C:14]([F:17])([F:16])[CH:8]([C:7]1[CH:6]=[CH:5][C:4]([N+:1]([O-:3])=[O:2])=[CH:11][CH:10]=1)[OH:9] |f:2.3|. Reported procedure: A solution of 4-nitro-benzaldehyde (2.5 g, 17 mmol) in tetrahydrofuran (35 ml) was treated with trimethyl-trifluoromethyl-silane (2N in tetrahydrofuran, 10 ml, 20 mmol, 1.2 equiv.) and cooled to 0° C. A solution of tetrabutylammonium fluoride (1N in tetrahydrofuran, 1.70 ml, 2 mmol) was added, upon which the solution turned bright orange and then black. The mixture was stirred at 0° C. for 10 min, then at room temperature for 1 hour. The mixture was quenched with HCl 3N (6 ml), and stirred at ro... The reactants are C1(CC1)COC1=C(OCC(=O)OCC)C(=CC=C1OC)C=1C=C2COC(C2=CC1)=O (ethyl 2-(2-(cyclopropylmethoxy)-3-methoxy-6-(1-oxo-1,3-dihydroisobenzofuran-5-yl)phenoxy)acetate), [OH-].[Li+] (lithium hydroxide). Run in O1CCCC1 (tetrahydrofuran), O (water), O (water). Run at time 4 hour. Yields the product C1(CC1)COC1=C(OCC(=O)O)C(=CC=C1OC)C=1C=C2COC(C2=CC1)=O (2-(2-(Cyclopropylmethoxy)-3-methoxy-6-(1-oxo-1,3-dihydroisobenzofuran-5-yl)phenoxy)acetic acid). Isolated yield 71.7%. RXN SMILES: [CH:1]1([CH2:4][O:5][C:6]2[C:18]([O:19][CH3:20])=[CH:17][CH:16]=[C:15]([C:21]3[CH:22]=[C:23]4[C:27](=[CH:28][CH:29]=3)[C:26](=[O:30])[O:25][CH2:24]4)[C:7]=2[O:8][CH2:9][C:10]([O:12]CC)=[O:11])[CH2:3][CH2:2]1.[OH-].[Li+]>O1CCCC1.O>[CH:1]1([CH2:4][O:5][C:6]2[C:18]([O:19][CH3:20])=[CH:17][CH:16]=[C:15]([C:21]3[CH:22]=[C:23]4[C:27](=[CH:28][CH:29]=3)[C:26](=[O:30])[O:25][CH2:24]4)[C:7]=2[O:8][CH2:9][C:10]([OH:12])=[O:11])[CH2:3][CH2:2]1 |f:1.2|. Procedure: To a stirring solution of ethyl 2-(2-(cyclopropylmethoxy)-3-methoxy-6-(1-oxo-1,3-dihydroisobenzofuran-5-yl)phenoxy)acetate (300 mg, 0.726 mmol) in tetrahydrofuran (15 mL) was added lithium hydroxide (152 mg, 3.631 mmol) in water (5 mL) and the reaction mixture was stirred at RT for 4 h. The reaction mixture was diluted with water and extracted with ethyl acetate (3×). The combined ethyl acetate layers were washed with water, dried over sodium sulphate and concentrated under reduced pressure to a... Reactants: Br.N(N)C=1NCCN1 (2-hydrazino-2-imidazoline hydrobromide), O[C@@H]1C[C@H]2CC[C@H]3[C@]4(CC[C@H](/C=C(/C=O)\C)[C@]4(CC[C@@H]3[C@]2(CC1)C)C)O ((E)-3β,14β-dihydroxy-21-methyl-5β-pregn-20-ene-21-carboxaldehyde), Br (HBr). The solvent is O1CCOCC1 (dioxane), O (water), O1CCOCC1 (dioxane). Reaction conditions: time 3 day. Product: N1C(=NCC1)N\N=C\C(=C\[C@@H]1[C@]2(C)[C@](CC1)([C@@H]1CC[C@@H]3C[C@H](CC[C@]3(C)[C@H]1CC2)O)O)\C ((E,E)-17β-[3-(2-Imidazolin-2-yl)hydrazono-2-methyl-1-propenyl]-5β-androstane-3β,14β-diol). Isolated yield 69.2%. As a reaction SMILES: Br.[NH:2]([C:4]1[NH:5][CH2:6][CH2:7][N:8]=1)[NH2:3].Br.[OH:10][C@H:11]1[CH2:32][CH2:31][C@@:30]2([CH3:33])[C@H:13]([CH2:14][CH2:15][C@@H:16]3[C@@H:29]2[CH2:28][CH2:27][C@@:26]2([CH3:34])[C@:17]3([OH:35])[CH2:18][CH2:19][C@@H:20]2/[CH:21]=[C:22](\[CH3:25])/[CH:23]=O)[CH2:12]1>O.O1CCOCC1>[NH:8]1[CH2:7][CH2:6][N:5]=[C:4]1[NH:2]/[N:3]=[CH:23]/[C:22](/[CH3:25])=[CH:21]/[C@H:20]1[CH2:19][CH2:18][C@:17]2([OH:35])[C@H:16]3[C@H:29]([CH2:28][CH2:27][C@:26]12[CH3:34])[C@:30]1([CH3:33])[C@@H:13]([CH2:12][C@@H:11]([OH:10])[CH2:32][CH2:31]1)[CH2:14][CH2:15]3 |f:0.1|. Procedure: A solution of 0.55 g of 2-hydrazino-2-imidazoline hydrobromide in 10 ml of water and 30 ml of dioxane was made acid to pH 3 with 0.1N HBr. A solution of 1.00 g of (E)-3β,14β-dihydroxy-21-methyl-5β-pregn-20-ene-21-carboxaldehyde (Prepn, 1) in 10 ml of dioxane was added at room temperature. After 3 days, the solution was evaporated to dryness under reduced pressure. The crude product was purified by flash chromatography (SiO2) using chloroform/methanol/28% ammonium hydroxide 90/10/1 as the eluant:...